From a dataset of the Open Reaction Database (ORD), a public repository of structured organic reaction records. describe an organic reaction: reactants, conditions, products, and yield Starting materials: C(C)(=O)C1=CC=CC(=N1)CN1C(N(CC1)[C@H](C(=O)N[C@H]([C@@H](CN(CC(C)C)S(=O)(=O)C1=CC=C(C=C1)/C=N/O)O)CC1=CC=CC=C1)C(C)(C)C)=O ((2S)-2-{3-[(6-acetyl-2-pyridinyl)methyl]-2-oxo-1-imidazolidinyl}-N-{(1S,2R)-1-benzyl-2-hydroxy-3-[({4-[(E)-(hydroxyimino)methyl]phenyl}sulfonyl)(isobutyl)amino]propyl}-3,3-dimethylbutanamide), [BH4-].[Na+] (NaBH4). Solvent: CO (methanol). Reaction conditions: temperature 25 celsius, time 1 hour. The product is C(C1=CC=CC=C1)[C@@H]([C@@H](CN(CC(C)C)S(=O)(=O)C1=CC=C(C=C1)/C=N/O)O)NC([C@H](C(C)(C)C)N1C(N(CC1)CC1=NC(=CC=C1)C(C)O)=O)=O ((2S)—N-{(1S,2R)-1-benzyl-2-hydroxy-3-[({4-[(E)-(hydroxyimino)methyl]phenyl}sulfonyl)(isobutyl)amino]propyl}-2-(3-{[6-(1-hydroxyethyl)pyridin-2-yl]methyl}-2-oxoimidazolidin-1-yl)-3,3-dimethylbutanamide). Yield: 96.2%. Reaction SMILES: [C:1]([C:4]1[N:9]=[C:8]([CH2:10][N:11]2[CH2:15][CH2:14][N:13]([C@@H:16]([C:48]([CH3:51])([CH3:50])[CH3:49])[C:17]([NH:19][C@@H:20]([CH2:41][C:42]3[CH:47]=[CH:46][CH:45]=[CH:44][CH:43]=3)[C@H:21]([OH:40])[CH2:22][N:23]([S:28]([C:31]3[CH:36]=[CH:35][C:34](/[CH:37]=[N:38]/[OH:39])=[CH:33][CH:32]=3)(=[O:30])=[O:29])[CH2:24][CH:25]([CH3:27])[CH3:26])=[O:18])[C:12]2=[O:52])[CH:7]=[CH:6][CH:5]=1)(=[O:3])[CH3:2].[BH4-].[Na+]>CO>[CH2:41]([C@H:20]([NH:19][C:17](=[O:18])[C@@H:16]([N:13]1[CH2:14][CH2:15][N:11]([CH2:10][C:8]2[CH:7]=[CH:6][CH:5]=[C:4]([CH:1]([OH:3])[CH3:2])[N:9]=2)[C:12]1=[O:52])[C:48]([CH3:50])([CH3:51])[CH3:49])[C@H:21]([OH:40])[CH2:22][N:23]([S:28]([C:31]1[CH:32]=[CH:33][C:34](/[CH:37]=[N:38]/[OH:39])=[CH:35][CH:36]=1)(=[O:30])=[O:29])[CH2:24][CH:25]([CH3:27])[CH3:26])[C:42]1[CH:43]=[CH:44][CH:45]=[CH:46][CH:47]=1 |f:1.2|. Procedure details: A solution of the product of Example 288A (86 mg) in methanol (1.5 mL) was treated with NaBH4 (8.8 mg, 2 equivalents) at 0° C. The mixture was stirred for 1 h at 25° C. and quenched by adding acetone (0.2 mL). The solvents were evaporated, and the residue was purified using 7% methanol/dichloromethane to give 83 mg (96%) of the title compound. Starting materials: C1([N+](=O)[O-])=C(O)C([N+](=O)[O-])=CC([N+](=O)[O-])=C1O (styphnic acid). The solvent is N1=CC=CC=C1 (pyridine). Product: C1([N+](=O)[O-])=C([O-])C([N+](=O)[O-])=CC([N+](=O)[O-])=C1[O-].[NH+]1=CC=CC=C1.[NH+]1=CC=CC=C1 (Dipyridinium styphnate). RXN SMILES: [C:1]1([C:16]([OH:17])=[C:12]([N+:13]([O-:15])=[O:14])[CH:11]=[C:7]([N+:8]([O-:10])=[O:9])[C:5]=1[OH:6])[N+:2]([O-:4])=[O:3]>N1C=CC=CC=1>[C:1]1([C:5]([O-:6])=[C:7]([N+:8]([O-:10])=[O:9])[CH:11]=[C:12]([N+:13]([O-:15])=[O:14])[C:16]=1[O-:17])[N+:2]([O-:4])=[O:3].[NH+:8]1[CH:7]=[CH:11][CH:12]=[CH:16][CH:1]=1.[NH+:8]1[CH:7]=[CH:11][CH:12]=[CH:16][CH:1]=1 |f:2.3.4|. Reported procedure: 500 grams (2.04 moles) of dry styphnic acid are added in portions, with vigorous stirring, to two liters of dry pyridine. The mixture warms up slightly and a yellow reaction product precipitates. The mixture is stirred for another hour in the warm state, and then the cooled mixture is freed of solids by filtration. The solids are washed with one liter of ether, suspended in two liters of ether, freed of the solvent by filtration, again washed with 500 ml of ether, and dried in air. RXN SMILES: [Br:1][NH:2][C:3](=[O:4])[CH2:5][CH2:6][C:7]([NH2:8])=[O:9].[CH3:10][O:11][c:12]1[n:13][cH:14][cH:15][n:16][c:17]1[O:18][CH3:19].[Na+:24].[Na+:25].[O:26]=[CH:27][N:28]([CH3:29])[CH3:30].[S:20]([O-:21])([O-:22])=[O:23]>>[Br:1][c:14]1[n:13][c:12]([O:11][CH3:10])[c:17]([O:18][CH3:19])[n:16][cH:15]1. Reactants: NC(=O)CCC(=O)NBr, COc1nccnc1OC, [Na+], [Na+], CN(C)C=O, O=S([O-])[O-]. Product: COc1ncc(Br)nc1OC. Starting materials: O=[N+]([O-])c1cc(Br)nc(Br)c1, O=C([O-])[O-], CN(C)C=O, [Cs+], [Cs+], COC(=O)c1ccc(F)cc1O, O. Yields the product COC(=O)c1ccc(F)cc1Oc1cc(Br)nc(Br)c1. Reaction SMILES: [Br:13][c:14]1[n:15][c:16]([Br:23])[cH:17][c:18]([N+:20]([O-:21])=[O:22])[cH:19]1.[C:24](=[O:25])([O-:26])[O-:27].[CH3:31][N:32]([CH3:33])[CH:34]=[O:35].[Cs+:28].[Cs+:29].[F:1][c:2]1[cH:3][c:4]([OH:12])[c:5]([C:6](=[O:7])[O:8][CH3:9])[cH:10][cH:11]1.[OH2:30]>>[F:1][c:2]1[cH:3][c:4]([O:12][c:18]2[cH:17][c:16]([Br:23])[n:15][c:14]([Br:13])[cH:19]2)[c:5]([C:6](=[O:7])[O:8][CH3:9])[cH:10][cH:11]1. The reactants are CCc1cc(-c2nc(CC(=O)OC)cs2)ccn1, Cc1ccccc1, [Cl-], O=[N+]([O-])c1ccc(F)cc1CBr, [NH4+]. Yields the product CCc1cc(-c2nc(C(Cc3cc(F)ccc3[N+](=O)[O-])C(=O)OC)cs2)ccn1. RXN SMILES: [CH2:1]([CH3:2])[c:3]1[n:4][cH:5][cH:6][c:7](-[c:9]2[s:10][cH:11][c:12]([CH2:14][C:15](=[O:16])[O:17][CH3:18])[n:13]2)[cH:8]1.[CH3:33][c:34]1[cH:35][cH:36][cH:37][cH:38][cH:39]1.[Cl-:31].[F:19][c:20]1[cH:21][cH:22][c:23]([N+:28](=[O:29])[O-:30])[c:24]([CH2:25][Br:26])[cH:27]1.[NH4+:32]>>[CH2:1]([CH3:2])[c:3]1[n:4][cH:5][cH:6][c:7](-[c:9]2[s:10][cH:11][c:12]([CH:14]([C:15](=[O:16])[O:17][CH3:18])[CH2:25][c:24]3[c:23]([N+:28](=[O:29])[O-:30])[cH:22][cH:21][c:20]([F:19])[cH:27]3)[n:13]2)[cH:8]1. Starting materials: N#N (N2), C1(=CC=CC=C1)C1=C(N=CO1)C(=O)O (5-phenyl-oxazole-4-carboxylic acid), C=1C=CC2=C(C1)N=NN2O (HOBt), C(CCl)Cl (EDC), C(C)(C)(C)[Si](OC(C)C=1OC(=CN1)CN1N=C(C=C1)N)(C)C (1-{2-[1-(tert-Butyl-dimethyl-silanyloxy)-ethyl]-oxazol-5-ylmethyl}-1H-pyrazol-3-ylamine). Solvent: C(Cl)Cl (CH2Cl2), O (water), C(Cl)Cl (CH2Cl2), C(Cl)Cl (CH2Cl2). Run at time 30 minute. Yields the product C(C)(C)(C)[Si](OC(C)C=1OC(=CN1)CN1N=C(C=C1)NC(=O)C=1N=COC1C1=CC=CC=C1)(C)C (5-Phenyl-oxazole-4-carboxylic acid (1-{2-[1-(tert-butyl-dimethyl-silanyloxy)-ethyl]-oxazol-5-ylmethyl}-1H-pyrazol-3-yl)-amide). RXN SMILES: N#N.[C:3]1([C:9]2[O:13][CH:12]=[N:11][C:10]=2[C:14]([OH:16])=O)[CH:8]=[CH:7][CH:6]=[CH:5][CH:4]=1.C1C=CC2N(O)N=NC=2C=1.C(Cl)CCl.[C:31]([Si:35]([CH3:52])([CH3:51])[O:36][CH:37]([C:39]1[O:40][C:41]([CH2:44][N:45]2[CH:49]=[CH:48][C:47]([NH2:50])=[N:46]2)=[CH:42][N:43]=1)[CH3:38])([CH3:34])([CH3:33])[CH3:32]>C(Cl)Cl.O>[C:31]([Si:35]([CH3:52])([CH3:51])[O:36][CH:37]([C:39]1[O:40][C:41]([CH2:44][N:45]2[CH:49]=[CH:48][C:47]([NH:50][C:14]([C:10]3[N:11]=[CH:12][O:13][C:9]=3[C:3]3[CH:4]=[CH:5][CH:6]=[CH:7][CH:8]=3)=[O:16])=[N:46]2)=[CH:42][N:43]=1)[CH3:38])([CH3:34])([CH3:33])[CH3:32]. Procedure details: In a flame dried round-bottomed flask equipped with a magnetic stir bar and under inert atmosphere (N2), a solution of 5-phenyl-oxazole-4-carboxylic acid (114 mg, 0.60 mmol) in CH2Cl2 (3.0 mL) was treated at rt with HOBt (98 mg, 0.72 mmol), EDC (289 mg, 1.51 mmol) DMAP (18 mg, 0.15 mmol) and the resulting mixture was stirred at rt for 30 min. 1-{2-[1-(tert-Butyl-dimethyl-silanyloxy)-ethyl]-oxazol-5-ylmethyl}-1H-pyrazol-3-ylamine (297 mg, 0.60 mmol) in CH2Cl2 (3.0 mL) was then added and the resul... Solvent: O (water). Procedure: To a solution of 2,3-dimethylfuran (1.06 mL, 10 mmol) in anhydrous THF (10 mL) was added magnesium powder (0.292 g, 12 mmol). The reaction mixture was heated to reflux for 5 minutes. The reaction flask was placed in a room temperature oil bath and a solution of 1-bromo-2-fluorobenzene (1.08 mL, 10 mmol) in anhydrous THF (10 mL) was added. The reaction mixture was heated to 35° C. for 1 hour, heated to reflux over 1 hour, and stirred at reflux for 1 hour. The reaction mixture was cooled and poure... Starting materials: CC=1OC=CC1C (2,3-dimethylfuran), [Mg] (magnesium), C1CCOC1 (THF), [Cl-].[NH4+] (ammonium chloride), BrC1=C(C=CC=C1)F (1-bromo-2-fluorobenzene), C1CCOC1 (THF). Reaction conditions: temperature 35 celsius. RXN SMILES: [CH3:1][C:2]1[O:3][CH:4]=[CH:5][C:6]=1[CH3:7].[Mg].Br[C:10]1[CH:15]=CC=[CH:12][C:11]=1F.[Cl-].[NH4+].[CH2:19]1COC[CH2:20]1>O>[CH3:15][C:10]1[CH:3]=[C:2]([OH:1])[C:6]2[C:7]([C:11]=1[CH3:12])=[CH:20][CH:19]=[CH:4][CH:5]=2 |f:3.4|. Product: CC=1C=C(C2=CC=CC=C2C1C)O (3,4-dimethylnaphthalen-1-ol). The reactants are C1CCOC1, COC(=O)C(Cc1ccc(C#N)cc1)c1cn(C(c2ccccc2)(c2ccccc2)c2ccccc2)cn1, Cl, [Li+], [OH-]. The product is N#Cc1ccc(CC(C(=O)O)c2cn(C(c3ccccc3)(c3ccccc3)c3ccccc3)cn2)cc1. Reaction SMILES: [CH2:42]1[O:43][CH2:44][CH2:45][CH2:46]1.[CH3:1][O:2][C:3]([CH:4]([CH2:5][c:6]1[cH:7][cH:8][c:9]([C:12]#[N:13])[cH:10][cH:11]1)[c:14]1[n:15][cH:16][n:17]([C:19]([c:20]2[cH:21][cH:22][cH:23][cH:24][cH:25]2)([c:26]2[cH:27][cH:28][cH:29][cH:30][cH:31]2)[c:32]2[cH:33][cH:34][cH:35][cH:36][cH:37]2)[cH:18]1)=[O:38].[ClH:41].[Li+:39].[OH-:40]>>[O:2]=[C:3]([CH:4]([CH2:5][c:6]1[cH:7][cH:8][c:9]([C:12]#[N:13])[cH:10][cH:11]1)[c:14]1[n:15][cH:16][n:17]([C:19]([c:20]2[cH:21][cH:22][cH:23][cH:24][cH:25]2)([c:26]2[cH:27][cH:28][cH:29][cH:30][cH:31]2)[c:32]2[cH:33][cH:34][cH:35][cH:36][cH:37]2)[cH:18]1)[OH:38]. The reactants are CC1(C(CC1=O)=O)C1=CC=C(C=C1)C (2-methyl-2-p-tolyl-cyclobutane-1,3-dione), C(C1=CC=CC=C1)=O (benzaldehyde), CN(C=O)CC1=CNC2=CC(=CC=C12)C (N-methyl-N-(6-methyl-1H-indol-3-ylmethyl)-formamide). Product: OC1=C(C(C1(C1=CC=C(C=C1)C)C)=O)C(C=1NC2=CC(=CC=C2C1CN(C=O)C)C)C1=CC=CC=C1 (N-{2-[(2-Hydroxy-3-methyl-4-oxo-3-p-tolyl-cyclobut-1-enyl)-phenyl-methyl]-6-methyl-1H-indol-3-ylmethyl}-N-methyl-formamide). As a reaction SMILES: [CH3:1][C:2]1([C:8]2[CH:13]=[CH:12][C:11]([CH3:14])=[CH:10][CH:9]=2)[C:5](=[O:6])[CH2:4][C:3]1=[O:7].[CH:15](=O)[C:16]1[CH:21]=[CH:20][CH:19]=[CH:18][CH:17]=1.[CH3:23][N:24]([CH2:27][C:28]1[C:36]2[C:31](=[CH:32][C:33]([CH3:37])=[CH:34][CH:35]=2)[NH:30][CH:29]=1)[CH:25]=[O:26]>>[OH:7][C:3]1[C:2]([CH3:1])([C:8]2[CH:13]=[CH:12][C:11]([CH3:14])=[CH:10][CH:9]=2)[C:5](=[O:6])[C:4]=1[CH:15]([C:16]1[CH:21]=[CH:20][CH:19]=[CH:18][CH:17]=1)[C:29]1[NH:30][C:31]2[C:36]([C:28]=1[CH2:27][N:24]([CH3:23])[CH:25]=[O:26])=[CH:35][CH:34]=[C:33]([CH3:37])[CH:32]=2. Procedure details: Using general procedure C, 2-methyl-2-p-tolyl-cyclobutane-1,3-dione (from Example 4.1) was reacted with benzaldehyde and N-methyl-N-(6-methyl-1H-indol-3-ylmethyl)-formamide to give the title compound as a red solid. MS: 476.6 ([M−H]−). Reactants: C1CCOC1, CC1(C)COC2(CCCc3ncc([N+](=O)[O-])cc3CC2)OC1, CCO. Product: CC1(C)COC2(CCCc3ncc(N)cc3CC2)OC1. RXN SMILES: [CH2:26]1[O:27][CH2:28][CH2:29][CH2:30]1.[CH3:1][C:2]1([CH3:22])[CH2:3][O:4][C:5]2([CH2:6][CH2:7][c:8]3[c:9]([n:10][cH:11][c:12]([N+:14]([O-:15])=[O:16])[cH:13]3)[CH2:17][CH2:18][CH2:19]2)[O:20][CH2:21]1.[CH3:23][CH2:24][OH:25]>>[CH3:1][C:2]1([CH3:22])[CH2:3][O:4][C:5]2([CH2:6][CH2:7][c:8]3[c:9]([n:10][cH:11][c:12]([NH2:14])[cH:13]3)[CH2:17][CH2:18][CH2:19]2)[O:20][CH2:21]1.